Dataset: the Open Reaction Database (ORD), a public repository of structured organic reaction records. Task: describe an organic reaction: reactants, conditions, products, and yield The reactants are ClC=1C=C(C=CC1)NC=1N=CC(=C2C1NC=C2C)C(=O)N2CCCCC2 (1-[7-(3-Chloro-phenylamino)-3-methyl-1H-pyrrolo[2,3-c]pyridin-4-yl]-1-piperidin-1-yl-methanone), Cl (hydrochloric acid). Reagents/catalysts: C(C)OCC (diethyl ether). The solvent is C(C)(=O)OCC (ethyl acetate). Yields the product Cl.ClC=1C=C(C=CC1)NC=1N=CC(=C2C1NC=C2C)C(=O)N2CCCCC2 (1-[7-(3-Chloro-phenylamino)-3-methyl-1H-pyrrolo[2,3-c]pyridin-4-yl]-1-piperidin-1-yl-methanone hydrochloride salt). Yield: 169.9%. Reaction SMILES: [Cl:1][C:2]1[CH:3]=[C:4]([NH:8][C:9]2[N:10]=[CH:11][C:12]([C:19]([N:21]3[CH2:26][CH2:25][CH2:24][CH2:23][CH2:22]3)=[O:20])=[C:13]3[C:17]([CH3:18])=[CH:16][NH:15][C:14]=23)[CH:5]=[CH:6][CH:7]=1.Cl>C(OCC)(=O)C.C(OCC)C>[ClH:1].[Cl:1][C:2]1[CH:3]=[C:4]([NH:8][C:9]2[N:10]=[CH:11][C:12]([C:19]([N:21]3[CH2:26][CH2:25][CH2:24][CH2:23][CH2:22]3)=[O:20])=[C:13]3[C:17]([CH3:18])=[CH:16][NH:15][C:14]=23)[CH:5]=[CH:6][CH:7]=1 |f:4.5|. Procedure: 1-[7-(3-Chloro-phenylamino)-3-methyl-1H-pyrrolo[2,3-c]pyridin-4-yl]-1-piperidin-1-yl-methanone (60 mg) was suspended in warm ethyl acetate (10 ml) and treated with a solution of 1M hydrochloric acid in diethyl ether (10 drops). The mixture was evaporated and dried at 40° C. under vacuum to afford the title compound (56 mg). Reactants: NC=1C=C(C#N)C(=CN1)C1=C(C=C(C=C1)Cl)Cl (2-amino-5-(2,4-dichloro-phenyl)-isonicotinonitrile), C1CC(=O)N(C1=O)Cl (NCS), CCOC(=O)C (AcOEt). Run in CN(C)C=O (DMF). Run at temperature 50 celsius. The product is NC=1C(=C(C#N)C(=CN1)C1=C(C=C(C=C1)Cl)Cl)Cl (2-Amino-3-chloro-5-(2,4-dichloro-phenyl)-isonicotinonitrile). Isolated yield 86.8%. RXN SMILES: [NH2:1][C:2]1[CH:3]=[C:4]([C:7]([C:10]2[CH:15]=[CH:14][C:13]([Cl:16])=[CH:12][C:11]=2[Cl:17])=[CH:8][N:9]=1)[C:5]#[N:6].C1C(=O)N([Cl:25])C(=O)C1.CCOC(C)=O>CN(C=O)C>[NH2:1][C:2]1[C:3]([Cl:25])=[C:4]([C:7]([C:10]2[CH:15]=[CH:14][C:13]([Cl:16])=[CH:12][C:11]=2[Cl:17])=[CH:8][N:9]=1)[C:5]#[N:6]. Procedure: A mixture of 2-amino-5-(2,4-dichloro-phenyl)-isonicotinonitrile (300 mg, 1.14 mmol, prepared according to Example 15, Step 6.1) and NCS (159 mg, 1.19 mmol) in DMF (4 mL) was stirred and heated at 50° C. for 3 h. The reaction mixture was cooled to RT, poured into AcOEt (40 mL) and washed with water (10 mL). The organic layer was dried over Na2SO4, filtered and evaporated. The residue was purified by Combi-Flash Companion™ (Isco Inc.) column chromatography (SiO2; gradient elution, hexane/TBME 95:5... The reactants are [N+](=[N-])=CC(=O)OC(C=C(C)C)C(Cl)(Cl)Cl ((±)-3-methyl-1-trichloromethyl-2-butenyl diazoacetate). Reagents/catalysts: CC(=O)CC(=O)C.CC(=O)CC(=O)C.[Cu] (cupric acetylacetonate), CC(=O)CC(=O)C.CC(=O)CC(=O)C.[Cu] (cupric acetylacetonate). Run in O1CCOCC1 (dioxane), CCOCC (ether), O1CCOCC1 (dioxane). Product: ClC(C1OC(C2C(C12)(C)C)=O)(Cl)Cl ((±)-4-trichloromethyl-6,6-dimethyl-2-oxo-3-oxabicyclo[3.1.0]hexane). The yield is 56.5%. As a reaction SMILES: [N+](=[CH:3][C:4]([O:6][CH:7]([C:12]([Cl:15])([Cl:14])[Cl:13])[CH:8]=[C:9]([CH3:11])[CH3:10])=[O:5])=[N-]>O1CCOCC1.CCOCC.CC(CC(C)=O)=O.CC(CC(C)=O)=O.[Cu]>[Cl:13][C:12]([Cl:15])([Cl:14])[CH:7]1[CH:8]2[CH:3]([C:9]2([CH3:11])[CH3:10])[C:4](=[O:5])[O:6]1 |f:3.4.5|. Procedure: To a refluxing solution of cupric acetylacetonate (0.07 g, 0.27 mole) in 70 ml of dioxane was added drop-dropwise over a 31/2 hour period, under an argon atmosphere, a solution of (±)-3-methyl-1-trichloromethyl-2-butenyl diazoacetate (1.09 g, 0.004 moles) and cupric acetylacetonate (0.007 g, 0.027 mmole) in 10 ml of dioxane. The reaction mixture was then heated under reflux for one hour and evaporated to dryness, yielding a residue which was dissolved in ether. The ethereal solution was washed s...